From a dataset of the Open Reaction Database (ORD), a public repository of structured organic reaction records. describe an organic reaction: reactants, conditions, products, and yield Reactants: C(CCC)N (butylamine), ClCC(=O)OC(C)(C)C (tert-butyl chloroacetate). Run at time 1 hour. The product is C(C)(C)(C)OC(CNCCCC)=O (N-butylglycine tert-butyl ester). Yield: 90.8%. RXN SMILES: [CH2:1]([NH2:5])[CH2:2][CH2:3][CH3:4].Cl[CH2:7][C:8]([O:10][C:11]([CH3:14])([CH3:13])[CH3:12])=[O:9]>>[C:11]([O:10][C:8](=[O:9])[CH2:7][NH:5][CH2:1][CH2:2][CH2:3][CH3:4])([CH3:14])([CH3:13])[CH3:12]. Procedure: To 36.5 g of butylamine was added with stirring 15.05 g of tert-butyl chloroacetate over a period of 30 minutes, while maintinaing the temperature at 30°-70° C. The reaction mixture was held at 70° C for an additional 1 hour. At the end of this period, the excess butyl amine was evaporated in vacuo, and the residue was taken up in 40 ml of 2N NaOH solution and 50 ml of benzene, transferred into a separatory funnel and well shaken. The benzene solution was separated, washed with water, dried over... Starting materials: FC=1C=C2CC(C(C2=CC1F)=O)CC(C(=O)OC)CCCCC (methyl 2-(5,6-difluoro-1-oxoindan-2-ylmethyl)heptanoate), Cl (hydrochloric acid), [H-].[Al+3].[Li+].[H-].[H-].[H-] (lithium aluminium hydride), ice water. The solvent is C1CCOC1 (THF), C1CCOC1 (THF). Reaction conditions: time 2 hour. Product: FC=1C=C2CC(C(C2=CC1F)O)CC(CCCCC)CO (5,6-difluoro-2-(2-hydroxymethylheptyl)indan-1-ol). Reaction SMILES: [H-].[Al+3].[Li+].[H-].[H-].[H-].[F:7][C:8]1[CH:9]=[C:10]2[C:14](=[CH:15][C:16]=1[F:17])[C:13](=[O:18])[CH:12]([CH2:19][CH:20]([CH2:25][CH2:26][CH2:27][CH2:28][CH3:29])[C:21](OC)=[O:22])[CH2:11]2.Cl>C1COCC1>[F:7][C:8]1[CH:9]=[C:10]2[C:14](=[CH:15][C:16]=1[F:17])[CH:13]([OH:18])[CH:12]([CH2:19][CH:20]([CH2:21][OH:22])[CH2:25][CH2:26][CH2:27][CH2:28][CH3:29])[CH2:11]2 |f:0.1.2.3.4.5|. Procedure: 877 mg (23.1 mmol) of lithium aluminium hydride are initially introduced in 10 ml of THF, and a solution of 5.0 g (15.4 mmol) of methyl 2-(5,6-difluoro-1-oxoindan-2-ylmethyl)heptanoate in 20 ml of THF is added dropwise with ice-cooling. The cooling is removed, and the batch is left to stir at room temp. for 2 h and subsequently refluxed for 30 min. After hydrolysis using ice-water, the solution is acidified using conc. hydrochloric acid, and the aqueous phase is separated off and extracted three... Reactants: C(C1=CC=C(C=C1)OC)(=O)Cl (p-anisoyl chloride), BrCCOC1=CC=C(C=C1)C=1OC2=C(C1)C=CC=C2 (2-[4'-(2-bromoethoxy)phenyl]benzofuran). Product: BrCCOC1=CC=C(C=C1)C=1OC2=C(C1C(C1=CC=C(C=C1)OC)=O)C=CC=C2 (2-[4'-(2-bromoethoxy)phenyl]-3-p-anisoylbenzofuran). RXN SMILES: [C:1](Cl)(=[O:10])[C:2]1[CH:7]=[CH:6][C:5]([O:8][CH3:9])=[CH:4][CH:3]=1.[Br:12][CH2:13][CH2:14][O:15][C:16]1[CH:21]=[CH:20][C:19]([C:22]2[O:23][C:24]3[CH:30]=[CH:29][CH:28]=[CH:27][C:25]=3[CH:26]=2)=[CH:18][CH:17]=1>>[Br:12][CH2:13][CH2:14][O:15][C:16]1[CH:21]=[CH:20][C:19]([C:22]2[O:23][C:24]3[CH:30]=[CH:29][CH:28]=[CH:27][C:25]=3[C:26]=2[C:1](=[O:10])[C:2]2[CH:7]=[CH:6][C:5]([O:8][CH3:9])=[CH:4][CH:3]=2)=[CH:18][CH:17]=1. Procedure: When p-anisoyl chloride and 2-[4'-(2-bromoethoxy)phenyl]benzofuran are reacted by the procedure described in Example 11 and the 2-[4'-(2-bromoethoxy)phenyl]-3-p-anisoylbenzofuran thus obtained is treated with piperidine as described in Example 11, the title compound is obtained. Starting materials: IC1=C(C(=O)O)C=C(C=C1)S(=O)(=O)C (2-Iodo-5-methanesulfonyl-benzoic acid), FC1=C(C=CC(=C1)C(F)(F)F)N1CCNCC1 (1-(2-Fluoro-4-trifluoromethyl-phenyl)-piperazine). Product: FC1=C(C=CC(=C1)C(F)(F)F)N1CCN(CC1)C(=O)C1=C(C=CC(=C1)S(=O)(=O)C)I ([4-(2-Fluoro-4-trifluoromethyl-phenyl)-piperazin-1-yl]-(2-iodo-5-methanesulfonyl-phenyl)-methanone). Reaction SMILES: [I:1][C:2]1[CH:10]=[CH:9][C:8]([S:11]([CH3:14])(=[O:13])=[O:12])=[CH:7][C:3]=1[C:4]([OH:6])=O.[F:15][C:16]1[CH:21]=[C:20]([C:22]([F:25])([F:24])[F:23])[CH:19]=[CH:18][C:17]=1[N:26]1[CH2:31][CH2:30][NH:29][CH2:28][CH2:27]1>>[F:15][C:16]1[CH:21]=[C:20]([C:22]([F:23])([F:24])[F:25])[CH:19]=[CH:18][C:17]=1[N:26]1[CH2:31][CH2:30][N:29]([C:4]([C:3]2[CH:7]=[C:8]([S:11]([CH3:14])(=[O:13])=[O:12])[CH:9]=[CH:10][C:2]=2[I:1])=[O:6])[CH2:28][CH2:27]1. Procedure details: Example CN was prepared in analogy to Example 123 from 2-Iodo-5-methanesulfonyl-benzoic acid (example BQ) and 1-(2-Fluoro-4-trifluoromethyl-phenyl)-piperazine (example H). MS (m/e): 574.2 (M+NH4+, 100%). Starting materials: O=C(Cl)C1CCCCC1, ClCCCl, Cc1ccc2c(c1)NC(=O)C(NC(=O)OC(C)(C)C)CN2, O, c1ccncc1. The product is Cc1ccc2c(c1)NC(=O)C(NC(=O)OC(C)(C)C)CN2C(=O)C1CCCCC1. RXN SMILES: [CH:22]1([C:28](=[O:29])[Cl:30])[CH2:23][CH2:24][CH2:25][CH2:26][CH2:27]1.[Cl:38][CH2:39][CH2:40][Cl:41].[O:1]=[C:2]1[CH:3]([NH:14][C:15](=[O:16])[O:17][C:18]([CH3:19])([CH3:20])[CH3:21])[CH2:4][NH:5][c:6]2[c:7]([cH:9][c:10]([CH3:13])[cH:11][cH:12]2)[NH:8]1.[OH2:37].[cH:31]1[cH:32][cH:33][n:34][cH:35][cH:36]1>>[O:1]=[C:2]1[CH:3]([NH:14][C:15](=[O:16])[O:17][C:18]([CH3:19])([CH3:20])[CH3:21])[CH2:4][N:5]([C:28]([CH:22]2[CH2:23][CH2:24][CH2:25][CH2:26][CH2:27]2)=[O:29])[c:6]2[c:7]([cH:9][c:10]([CH3:13])[cH:11][cH:12]2)[NH:8]1. Reactants: CCCC[Sn](CCCC)(CCCC)c1ccc(OC)cc1[N+](=O)[O-], CN1CCCC1=O, [Cu+], COc1ccc(C=CI)cc1, C1CCOC1, O=C([O-])c1cccs1. The product is COc1ccc(C=Cc2ccc(OC)cc2[N+](=O)[O-])cc1. As a reaction SMILES: [CH2:12]([Sn:13]([CH2:14][CH2:15][CH2:16][CH3:28])([c:17]1[c:18]([N+:25](=[O:26])[O-:27])[cH:19][c:20]([O:23][CH3:24])[cH:21][cH:22]1)[CH2:29][CH2:30][CH2:31][CH3:32])[CH2:33][CH2:34][CH3:35].[CH3:41][N:42]1[CH2:43][CH2:44][CH2:45][C:46]1=[O:47].[Cu+:56].[I:1][CH:2]=[CH:3][c:4]1[cH:5][cH:6][c:7]([O:10][CH3:11])[cH:8][cH:9]1.[O:36]1[CH2:37][CH2:38][CH2:39][CH2:40]1.[s:48]1[cH:49][cH:50][cH:51][c:52]1[C:53]([O-:54])=[O:55]>>[CH:2](=[CH:3][c:4]1[cH:5][cH:6][c:7]([O:10][CH3:11])[cH:8][cH:9]1)[c:17]1[c:18]([N+:25](=[O:26])[O-:27])[cH:19][c:20]([O:23][CH3:24])[cH:21][cH:22]1. Starting materials: O.O.O.O.O.O.[Cl-].[Mg+2].[Cl-] (Magnesium chloride hexahydrate), C(CC(O)(C(=O)O)CC(=O)O)(=O)O (citric acid), Cl (HCl), [BH4-].[Na+] (Sodium borohydride), CC=1N=CN(C1)C1=CC=C(C=C1)NC(CC(=O)NC(OC(C)(C)C)=O)C (1,1-dimethylethyl (3-{[4-(4-methyl-1H-imidazol-1-yl)phenyl]amino}butanoyl)carbamate), intermediate 63. Solvent: O (water), C(Cl)Cl (DCM), C(C)O (ethanol), C(C)O (ethanol). Reaction conditions: temperature 0 celsius, time 45 minute. Yields the product C[C@@H]1NC2=CC=C(C=C2[C@@H](C1)NC(OC(C)(C)C)=O)N1C=NC(=C1)C (1,1-dimethylethyl [(cis)-2-methyl-6-(4-methyl-1H-imidazol-1-yl)-1,2,3,4-tetrahydro-4-quinolinyl]carbamate). The yield is 84.0%. Reaction SMILES: [BH4-].[Na+].[CH3:3][C:4]1[N:5]=[CH:6][N:7]([C:9]2[CH:14]=[CH:13][C:12]([NH:15][CH:16]([CH3:28])[CH2:17][C:18]([NH:20][C:21](=[O:27])[O:22][C:23]([CH3:26])([CH3:25])[CH3:24])=O)=[CH:11][CH:10]=2)[CH:8]=1.O.O.O.O.O.O.[Cl-].[Mg+2].[Cl-].C(O)(=O)CC(CC(O)=O)(C(O)=O)O.Cl>C(O)C.O.C(Cl)Cl>[CH3:28][C@H:16]1[CH2:17][C@@H:18]([NH:20][C:21](=[O:27])[O:22][C:23]([CH3:26])([CH3:25])[CH3:24])[C:13]2[C:12](=[CH:11][CH:10]=[C:9]([N:7]3[CH:8]=[C:4]([CH3:3])[N:5]=[CH:6]3)[CH:14]=2)[NH:15]1 |f:0.1,3.4.5.6.7.8.9.10.11|. Procedure details: Sodium borohydride (29 mg, 0.767 mmol) was added to a solution of 1,1-dimethylethyl (3-{[4-(4-methyl-1H-imidazol-1-yl)phenyl]amino}butanoyl)carbamate (for a preparation see intermediate 63) (340 mg, 0.949 mmol) in ethanol (6 mL) cooled at −15° C. (cold bath: ethanol/card ice). Magnesium chloride hexahydrate (202 mg, 0.996 mmol) in water (1 mL) was then slowly added keeping the temperature below 10° C.). The mixture was then stirred at 0° C. for 45 min and at room temperature for 45 min before be...